Dataset: the Open Reaction Database (ORD), a public repository of structured organic reaction records. Task: describe an organic reaction: reactants, conditions, products, and yield The reactants are CC(C)(C)OC(=O)Nc1ccc(N)c(Cl)c1, ClCCl, OCCN1CCCCC1, C1CCOC1, O. Product: CC(C)(C)OC(=O)Nc1ccc(NC(=O)OCCN2CCCCC2)c(Cl)c1. RXN SMILES: [C:1]([CH3:2])([CH3:3])([CH3:4])[O:5][C:6]([NH:7][c:8]1[cH:9][c:10]([Cl:15])[c:11]([NH2:14])[cH:12][cH:13]1)=[O:16].[Cl:32][CH2:33][Cl:34].[N:17]1([CH2:23][CH2:24][OH:25])[CH2:18][CH2:19][CH2:20][CH2:21][CH2:22]1.[O:26]1[CH2:27][CH2:30][CH2:29][CH2:28]1.[OH2:31]>>[C:1]([CH3:2])([CH3:3])([CH3:4])[O:5][C:6]([NH:7][c:8]1[cH:9][c:10]([Cl:15])[c:11]([NH:14][C:27]([O:25][CH2:24][CH2:23][N:17]2[CH2:18][CH2:19][CH2:20][CH2:21][CH2:22]2)=[O:26])[cH:12][cH:13]1)=[O:16]. The reactants are Cc1cc(C)c(B(c2cc(Br)cc(B(c3c(C)cc(C)cc3C)c3c(C)cc(C)cc3C)c2)c2c(C)cc(C)cc2C)c(C)c1, C1CCOC1, C[Si](C)(C)I, CCCCCC, [Li]CCCC, O. Yields the product Cc1cc(C)c(B(c2cc(B(c3c(C)cc(C)cc3C)c3c(C)cc(C)cc3C)cc([Si](C)(C)C)c2)c2c(C)cc(C)cc2C)c(C)c1. As a reaction SMILES: [Br:6][c:7]1[cH:8][c:9]([B:32]([c:33]2[c:34]([CH3:41])[cH:35][c:36]([CH3:40])[cH:37][c:38]2[CH3:39])[c:42]2[c:43]([CH3:50])[cH:44][c:45]([CH3:49])[cH:46][c:47]2[CH3:48])[cH:10][c:11]([B:13]([c:14]2[c:15]([CH3:22])[cH:16][c:17]([CH3:21])[cH:18][c:19]2[CH3:20])[c:23]2[c:24]([CH3:31])[cH:25][c:26]([CH3:30])[cH:27][c:28]2[CH3:29])[cH:12]1.[CH2:62]1[O:63][CH2:64][CH2:65][CH2:66]1.[CH3:51][Si:52]([CH3:53])([CH3:54])[I:55].[CH3:56][CH2:57][CH2:58][CH2:59][CH2:60][CH3:61].[Li:1][CH2:2][CH2:3][CH2:4][CH3:5].[OH2:67]>>[c:7]1([Si:52]([CH3:51])([CH3:53])[CH3:54])[cH:8][c:9]([B:32]([c:33]2[c:34]([CH3:41])[cH:35][c:36]([CH3:40])[cH:37][c:38]2[CH3:39])[c:42]2[c:43]([CH3:50])[cH:44][c:45]([CH3:49])[cH:46][c:47]2[CH3:48])[cH:10][c:11]([B:13]([c:14]2[c:15]([CH3:22])[cH:16][c:17]([CH3:21])[cH:18][c:19]2[CH3:20])[c:23]2[c:24]([CH3:31])[cH:25][c:26]([CH3:30])[cH:27][c:28]2[CH3:29])[cH:12]1. Starting materials: C1CCOC1, CN(C)C=Cc1ccc(C(F)(F)C(F)(F)F)cc1[N+](=O)[O-], O=P([O-])([O-])[O-]. Yields the product O=Cc1ccc(C(F)(F)C(F)(F)F)cc1[N+](=O)[O-]. Reaction SMILES: [CH2:22]1[CH2:25][CH2:24][CH2:23][O:26]1.[CH3:1][N:2]([CH3:3])[CH:21]=[CH:4][c:5]1[c:6]([N+:18](=[O:19])[O-:20])[cH:7][c:8]([C:11]([C:12]([F:13])([F:14])[F:15])([F:16])[F:17])[cH:9][cH:10]1.[O-:27][P:28](=[O:29])([O-:30])[O-:31]>>[CH:4]([c:5]1[c:6]([N+:18](=[O:19])[O-:20])[cH:7][c:8]([C:11]([C:12]([F:13])([F:14])[F:15])([F:16])[F:17])[cH:9][cH:10]1)=[O:26]. Starting materials: C1(C=2C(C(N1CC(CCC(C)=O)=O)=O)=CC=CC2)=O (6-phthalimido-2,5-hexanedione), Cl.COC(CN)=O (glycine methyl ester hydrochloride), C(C)(=O)[O-].[Na+] (sodium acetate). Run in CC(=O)OCC1=C2C=CC=CC2=C(C3=CC=CC=C31)COC(=O)C (acetic). The product is COC(=O)CN1C(=CC=C1C)CN1C(C=2C(C1=O)=CC=CC2)=O (1-(Methoxycarbonyl-methyl)-2-(phthalimido-methyl)-5-methylpyrrole). As a reaction SMILES: [C:1]1(=[O:19])[N:5]([CH2:6][C:7](=O)[CH2:8][CH2:9][C:10](=O)[CH3:11])[C:4](=[O:14])[C:3]2=[CH:15][CH:16]=[CH:17][CH:18]=[C:2]12.Cl.[CH3:21][O:22][C:23](=[O:26])[CH2:24][NH2:25].C([O-])(=O)C.[Na+]>CC(OCC1C2C(=CC=CC=2)C(COC(C)=O)=C2C=1C=CC=C2)=O>[CH3:21][O:22][C:23]([CH2:24][N:25]1[C:10]([CH3:11])=[CH:9][CH:8]=[C:7]1[CH2:6][N:5]1[C:4](=[O:14])[C:3]2=[CH:15][CH:16]=[CH:17][CH:18]=[C:2]2[C:1]1=[O:19])=[O:26] |f:1.2,3.4|. Procedure details: 18.1 g (0.07 mol) of 6-phthalimido-2,5-hexanedione, 10.0 g (0.08 mol) of glycine methyl ester hydrochloride and 6.6 g (0.08 mol) of sodium acetate are stirred in 300 ml of acetic at 80° C. for 3 hours. After the mixture has been concentrated, the residue is taken up in aqueous sodium bicarbonate solution, the mixture is extracted with methylene chloride, the extract is dried and concentrated and the residue is recrystallised from methanol. Starting materials: P(=O)(Cl)(Cl)Cl (phosphoryl chloride), C1(C=CCC1)ON=C(C(=O)O)C=1N=C(SC1)NC=O (2-(2-cyclopenten-1-yl)oxyimino-2-(2-formamidothiazol-4-yl)acetic acid), C[N+](=CCl)C.[Cl-] (Vilsmeier reagent), NC1[C@@H]2N(C(=C(CS2)CSC2=NC=CC(=C2)C(=O)O)C(=O)O)C1=O (7-amino-3-(4-carboxypyridin-2-yl)thiomethyl-3-cephem-4-carboxylic acid), C([O-])(O)=O.[Na+] (sodium bicarbonate). Solvent: O1CCCC1 (tetrahydrofuran), O1CCCC1 (tetrahydrofuran), CC(=O)C (acetone), O (water). Run at time 20 minute. Product: C[N+](=CCl)C.[Cl-] (Vilsmeier reagent), C1(C=CCC1)ON=C(C(=O)NC1[C@@H]2N(C(=C(CS2)CSC2=NC=CC(=C2)C(=O)O)C(=O)O)C1=O)C=1N=C(SC1)NC=O (7-[2-(2-cyclopenten-1-yl)oxyimino-2-(2-formamidothiazol-4-yl)acetamido]-3-(4-carboxypyridin-2-yl)thiomethyl-3-cephem-4-carboxylic acid). RXN SMILES: P(Cl)(Cl)([Cl:3])=O.[CH:6]1([O:11][N:12]=[C:13]([C:17]2[N:18]=[C:19]([NH:22][CH:23]=[O:24])[S:20][CH:21]=2)[C:14]([OH:16])=O)[CH2:10][CH2:9][CH:8]=[CH:7]1.[CH3:25][N+:26]([CH3:29])=[CH:27][Cl:28].[Cl-].[NH2:31][CH:32]1[C:53](=[O:54])[N:34]2[C:35]([C:50]([OH:52])=[O:51])=[C:36]([CH2:39][S:40][C:41]3[CH:46]=[C:45]([C:47]([OH:49])=[O:48])[CH:44]=[CH:43][N:42]=3)[CH2:37][S:38][C@H:33]12.C(=O)(O)[O-].[Na+]>O1CCCC1.CC(C)=O.O>[CH3:25][N+:26]([CH3:29])=[CH:27][Cl:28].[Cl-:3].[CH:6]1([O:11][N:12]=[C:13]([C:17]2[N:18]=[C:19]([NH:22][CH:23]=[O:24])[S:20][CH:21]=2)[C:14]([NH:31][CH:32]2[C:53](=[O:54])[N:34]3[C:35]([C:50]([OH:52])=[O:51])=[C:36]([CH2:39][S:40][C:41]4[CH:46]=[C:45]([C:47]([OH:49])=[O:48])[CH:44]=[CH:43][N:42]=4)[CH2:37][S:38][C@H:33]23)=[O:16])[CH2:10][CH2:9][CH:8]=[CH:7]1 |f:2.3,5.6,10.11|. Reported procedure: The solution of Vilsmeier reagent was prepared from dry N,N-dimethylformamido (0.475 g) and phosphoryl chloride (0.997 g) in dry tetrahydrofuran (1 ml) in a usual manner. A solution of 2-(2-cyclopenten-1-yl)oxyimino-2-(2-formamidothiazol-4-yl)acetic acid (syn isomer) (1.91 g) in dry tetrahydrofuran (12 ml) was added to the stirred suspension of the solution of Vilsmeier reagent at 0° to 5° C. and the mixture was stirred for 20 minutes. The resulting mixture was added to a solution of 7-amino-3-(...